Dataset: the Open Reaction Database (ORD), a public repository of structured organic reaction records. Task: describe an organic reaction: reactants, conditions, products, and yield The reactants are [C@@H]1([C@H](O)[C@H](O)[C@@H](CO)O1)N1C(=O)N=C(N)C=C1 (cytidine), [C@@H]1([C@H](O)[C@H](O)[C@@H](CO)O1)N1C=NC=2C(=O)NC(N)=NC12 (guanosine), [C@@H]1([C@H](O)[C@H](O)[C@@H](CO)O1)N1C(=O)NC(=O)C=C1 (uridine), [C@@H]1(C[C@H](O)[C@@H](CO)O1)N1C=NC=2C(=O)NC(N)=NC12 (deoxy-guanosine). Yields the product [C@@H]1(C[C@H](O)[C@@H](CO)O1)N1C(=O)NC(=O)C(C)=C1 (thymidine). As a reaction SMILES: [C@@H:1]1(N2C=CC(N)=NC2=O)O[C@H](CO)[C@@H](O)[C@H]1O.[C@@H:18]1([N:27]2[CH:34]=[CH:33][C:31](=[O:32])[NH:30][C:28]2=[O:29])[O:26][C@H:23]([CH2:24][OH:25])[C@@H:21]([OH:22])[C@H:19]1O.[C@@H]1(N2C3N=C(N)NC(=O)C=3N=C2)O[C@H](CO)[C@@H](O)C1.[C@@H]1(N2C3N=C(N)NC(=O)C=3N=C2)O[C@H](CO)[C@@H](O)[C@H]1O>>[C@@H:18]1([N:27]2[CH:34]=[C:33]([CH3:1])[C:31](=[O:32])[NH:30][C:28]2=[O:29])[O:26][C@H:23]([CH2:24][OH:25])[C@@H:21]([OH:22])[CH2:19]1. Procedure details: Referring now to the drawing, FIG. 1 shows barley malt sprouts being fed to a dry mill 11, where they are ground to finer than 60 mesh, and normally 100 to 200 mesh (U.S. standard series mesh size). The ground sprouts in line 12 are admixed with an aqueous medium containing low levels of an activator (e.g., a metallic salt), and optionally, with recycled filtered liquor from line 17 to form a dispersion or mixture. Hydrolytic enzymes (e.g., pectinase, cellulase, hemicellulase, glucanase, etc.) m... Reactants: C([O-])([O-])=O.[K+].[K+] (Potassium carbonate), FCCI (1-Fluoro-2-iodo-ethane), CC1=CC=2C3=C(N(C2C=C1)C=C(C)C1=CC=NC=C1)CCNC3 (8-Methyl-5-(2-pyridin-4-yl-propenyl)-2,3,4,5-tetrahydro-1H-pyrido[4,3-b]indole). Run in O (water), C(C)#N (acetonitrile). Conditions: time 1 hour. The product is FCCN1CC2=C(N(C=3C=CC(=CC23)C)\C=C(/C)\C2=CC=NC=C2)CC1 ((E)-2-(2-fluoroethyl)-8-methyl-5-(2-(pyridin-4-yl)prop-1-enyl)-2,3,4,5-tetrahydro-1H-pyrido[4,3-b]indole). The yield is 49.7%. RXN SMILES: [CH3:1][C:2]1[CH:10]=[CH:9][C:8]2[N:7]([CH:11]=[C:12]([C:14]3[CH:19]=[CH:18][N:17]=[CH:16][CH:15]=3)[CH3:13])[C:6]3[CH2:20][CH2:21][NH:22][CH2:23][C:5]=3[C:4]=2[CH:3]=1.C(=O)([O-])[O-].[K+].[K+].[F:30][CH2:31][CH2:32]I>C(#N)C.O>[F:30][CH2:31][CH2:32][N:22]1[CH2:21][CH2:20][C:6]2[N:7](/[CH:11]=[C:12](/[C:14]3[CH:19]=[CH:18][N:17]=[CH:16][CH:15]=3)\[CH3:13])[C:8]3[CH:9]=[CH:10][C:2]([CH3:1])=[CH:3][C:4]=3[C:5]=2[CH2:23]1 |f:1.2.3|. Reported procedure: 8-Methyl-5-(2-pyridin-4-yl-propenyl)-2,3,4,5-tetrahydro-1H-pyrido[4,3-b]indole (60 mg, 0.19 mmol) was dissolved in acetonitrile (1 mL). Potassium carbonate (82 mg, 0.9 mmol) and 1-Fluoro-2-iodo-ethane (45 mg, 0.25 mmol) were added and stirred at RT for 1 h. The reaction mixture was heated at 80° C. for 1 h. After 1 h the reaction mixture was cooled to RT, diluted with water (10 mL) and extracted with EtOAc (3×20 mL). The organic layer was dried over sodium sulfate and concentrated under vacuum t... Reactants: S(O)(O)(=O)=O (sulfuric acid), BrC(C)C (2-bromopropane), [Mg] (magnesium), II (iodine), Grignard reagent, C1(=CC=C(C=C1)C#N)C (p-tolunitrile). The solvent is CCOCC (ether), CCOCC (ether). Run at time 32 hour. Product: CC1=CC=C(C=C1)C(C(C)C)=O (1-(4-methylphenyl)-2-methyl-1-propanone). Reaction SMILES: Br[CH:2]([CH3:4])[CH3:3].[Mg].II.[C:8]1([CH3:16])[CH:13]=[CH:12][C:11]([C:14]#N)=[CH:10][CH:9]=1.S(=O)(=O)(O)[OH:18]>CCOCC>[CH3:16][C:8]1[CH:13]=[CH:12][C:11]([C:14](=[O:18])[CH:2]([CH3:4])[CH3:3])=[CH:10][CH:9]=1. Procedure details: 24.6 g of 2-bromopropane was added to a mixture of 4.8 g of magnesium, a few crystals of iodine, and 200 ml of ether. To the resulting Grignard reagent was added a solution of 23.4 g of p-tolunitrile in ether, over a 15-minute period at about 30°. The mixture was stirred at room temperature for 32 hours and refluxed for 3 days, then treated with dilute sulfuric acid, cooled and extracted with ether. The ether solution was dried (MgSO4) and stripped of solvent. The resulting liquid product was co... Reactants: [H-].C(C(C)C)[Al+]CC(C)C (Diisobutylaluminum hydride), C(C1=CC=CC=C1)N1CCC(CC1)NC(=O)NC(C(=O)OC)C1=CC=C(C=C1)F (methyl ({[(1-benzylpiperidin-4-yl)amino]carbonyl}amino)(4-fluorophenyl)acetate). The solvent is C1(=CC=CC=C1)C (toluene), ClCCl (dichloromethane). Reaction conditions: temperature 0 celsius, time 30 minute. Product: C(C1=CC=CC=C1)N1CCC(CC1)N1C(NC(=C1)C1=CC=C(C=C1)F)=O (1-(1-Benzylpiperidin-4-yl)-4-(4-fluorophenyl)-1,3-dihydro-2H-imidazol-2-one). Isolated yield 39.5%. Reaction SMILES: [H-].C([Al+]CC(C)C)C(C)C.[CH2:11]([N:18]1[CH2:23][CH2:22][CH:21]([NH:24][C:25]([NH:27][CH:28]([C:33]2[CH:38]=[CH:37][C:36]([F:39])=[CH:35][CH:34]=2)[C:29](OC)=O)=[O:26])[CH2:20][CH2:19]1)[C:12]1[CH:17]=[CH:16][CH:15]=[CH:14][CH:13]=1>C1(C)C=CC=CC=1.ClCCl>[CH2:11]([N:18]1[CH2:23][CH2:22][CH:21]([N:24]2[CH:29]=[C:28]([C:33]3[CH:38]=[CH:37][C:36]([F:39])=[CH:35][CH:34]=3)[NH:27][C:25]2=[O:26])[CH2:20][CH2:19]1)[C:12]1[CH:17]=[CH:16][CH:15]=[CH:14][CH:13]=1 |f:0.1|. Procedure details: Diisobutylaluminum hydride (1 M, 1.18 mL, 1.18 mmol) was added to a solution of methyl ({[(1-benzylpiperidin-4-yl)amino]carbonyl}amino)(4-fluorophenyl)acetate (430 mg, 1.08 mmol) in toluene (5 mL) and dichloromethane (5 mL) at −78° C. and stirred for 30 min and then warmed to 0° C. After 20 min at 0° C., the reaction was quenched with 1 N saturated potassium sodium tartrate solution (20 mL) and the mixture was extracted with ethyl acetate (2×). The combined organic extracts were dried over sodiu... Reactants: N=1ON=C2C1C=CC=C2C=O (2,1,3-benzoxadiazole-4-aldehyde), C(C(C)C)OC(CC(=O)C)=O (acetoacetic acid isobutyl ester), COC(\C=C(\C)/N)=O (β-aminocrotonic acid methyl ester). RXN SMILES: [N:1]1[O:2][N:3]=[C:4]2[C:9]([CH:10]=O)=[CH:8][CH:7]=[CH:6][C:5]=12.[CH2:12]([O:16][C:17](=[O:22])[CH2:18][C:19]([CH3:21])=O)[CH:13]([CH3:15])[CH3:14].[CH3:23][O:24][C:25](=[O:30])/[CH:26]=[C:27](\[NH2:29])/[CH3:28]>C(O)C>[CH2:12]([O:16][C:17]([C:18]1[CH:10]([C:9]2[C:4]3[C:5](=[N:1][O:2][N:3]=3)[CH:6]=[CH:7][CH:8]=2)[C:26]([C:25]([O:24][CH3:23])=[O:30])=[C:27]([CH3:28])[NH:29][C:19]=1[CH3:21])=[O:22])[CH:13]([CH3:15])[CH3:14]. Reported procedure: 3 g of 2,1,3-benzoxadiazole-4-aldehyde, 3.2 g of acetoacetic acid isobutyl ester, 2.3 g β-aminocrotonic acid methyl ester and 10 ml of ethanol are stirred under reflux for 3 hours. The mixture is subsequently evaporated and the residue is chromatographed on silica gel with chloroform/acetic acid ethyl ester (8:1) to yield the title compound. The product is recrystallised from diisopropyl ether and methylcyclohexane, m.p. 148°-158°. Product: C(C(C)C)OC(=O)C=1C(C(=C(NC1C)C)C(=O)OC)C1=CC=CC2=NON=C21 (4-(2,1,3-Benzoxadiazol-4-yl)-2,6-dimethyl-1,4-dihydro-3-methoxy carbonyl-pyridine-5-carboxylic acid isobutyl ester). Run in C(C)O (ethanol).